Dataset: the Open Reaction Database (ORD), a public repository of structured organic reaction records. Task: describe an organic reaction: reactants, conditions, products, and yield The reactants are CCOC(=O)C1CC(C)(NC(=O)OCc2ccccc2)c2c(Cl)nc(OCc3cccc(C(F)(F)F)c3)c(=O)n21, C1CCOC1, CO, CCOC(C)=O, [Li+], [OH-], O, O=C(O)CC(O)(CC(=O)O)C(=O)O. Product: CC1(NC(=O)OCc2ccccc2)CC(C(=O)O)n2c1c(Cl)nc(OCc1cccc(C(F)(F)F)c1)c2=O. RXN SMILES: [CH2:1]([CH3:2])[O:3][C:4](=[O:5])[CH:6]1[CH2:7][C:8]([CH3:29])([NH:30][C:31](=[O:32])[O:33][CH2:34][c:35]2[cH:36][cH:37][cH:38][cH:39][cH:40]2)[c:9]2[n:10]1[c:11](=[O:28])[c:12]([O:16][CH2:17][c:18]1[cH:19][c:20]([C:24]([F:25])([F:26])[F:27])[cH:21][cH:22][cH:23]1)[n:13][c:14]2[Cl:15].[CH2:45]1[O:46][CH2:47][CH2:48][CH2:49]1.[CH3:41][OH:42].[CH3:51][CH2:52][O:53][C:54]([CH3:55])=[O:56].[Li+:43].[OH-:44].[OH2:50].[OH:57][C:58]([CH2:59][C:60]([C:61](=[O:62])[OH:63])([CH2:64][C:65](=[O:66])[OH:67])[OH:68])=[O:69]>>[O:3]=[C:4]([OH:5])[CH:6]1[CH2:7][C:8]([CH3:29])([NH:30][C:31](=[O:32])[O:33][CH2:34][c:35]2[cH:36][cH:37][cH:38][cH:39][cH:40]2)[c:9]2[n:10]1[c:11](=[O:28])[c:12]([O:16][CH2:17][c:18]1[cH:19][c:20]([C:24]([F:25])([F:26])[F:27])[cH:21][cH:22][cH:23]1)[n:13][c:14]2[Cl:15]. Starting materials: [H-].[Na+] (sodium hydride), C(C)(C)(C)OC(=O)N1CC(NC(C12COCCOC2)=O)C2=CC=C(C=C2)F (tert-butyl-3-(4-fluorophenyl)-5-oxo-8,11-dioxa-1,4-diazaspiro[5.6]dodecane-1-carboxylate), BrCC(=O)OC (methyl bromoacetate). Run in CN(C)C=O (DMF). Conditions: time 1 hour. The product is C(C)(C)(C)OC(=O)N1CC(N(C(C12COCCOC2)=O)CC(=O)OC)C2=CC=C(C=C2)F (tert-butyl-3-(4-fluorophenyl)-4-(2-methoxy-2-oxoethyl)-5-oxo-8,11-dioxa-1,4-diazaspiro[5.6]dodecane-1-carboxylate). RXN SMILES: [H-].[Na+].[C:3]([O:7][C:8]([N:10]1[C:15]2([CH2:21][O:20][CH2:19][CH2:18][O:17][CH2:16]2)[C:14](=[O:22])[NH:13][CH:12]([C:23]2[CH:28]=[CH:27][C:26]([F:29])=[CH:25][CH:24]=2)[CH2:11]1)=[O:9])([CH3:6])([CH3:5])[CH3:4].Br[CH2:31][C:32]([O:34][CH3:35])=[O:33]>CN(C=O)C>[C:3]([O:7][C:8]([N:10]1[C:15]2([CH2:21][O:20][CH2:19][CH2:18][O:17][CH2:16]2)[C:14](=[O:22])[N:13]([CH2:31][C:32]([O:34][CH3:35])=[O:33])[CH:12]([C:23]2[CH:24]=[CH:25][C:26]([F:29])=[CH:27][CH:28]=2)[CH2:11]1)=[O:9])([CH3:6])([CH3:4])[CH3:5] |f:0.1|. Reported procedure: 28 mg (0.66 mmol) sodium hydride were added to 0.23 g (0.6 mmol) tert-butyl-3-(4-fluorophenyl)-5-oxo-8,11-dioxa-1,4-diazaspiro[5.6]dodecane-1-carboxylate in 5 ml DMF. After 5 min at RT 64 μl (0.91 mmol) methyl bromoacetate were added dropwise and then the reaction mixture was stirred for 1 h at RT. The reaction was poured onto ice water and extracted with ethyl acetate. The organic phase was washed with water, dried and evaporated down. Starting materials: C(C1=CC=CC=C1)OC1=CC=C(C=C1)NC(C(=O)N1CCN(CC1)C1=C(C=CC=C1)C(C)(C)C)=O (N-[4-(Benzyloxy)phenyl]-2-[4-(2-tert-butylphenyl)piperazin-1-yl]-2-oxoacetamide). The reagents and catalysts are [Pd] (palladium). The solvent is C(C)(=O)OCC (ethyl acetate), O1CCCC1 (tetrahydrofuran). Run at time 24 hour. Product: C(C)(C)(C)C1=C(C=CC=C1)N1CCN(CC1)C(C(=O)NC1=CC=C(C=C1)O)=O (2-[4-(2-tert-Butylphenyl)piperazin-1-yl]-N-(4-hydroxyphenyl)-2-oxoacetamide). Isolated yield 98.5%. RXN SMILES: C([O:8][C:9]1[CH:14]=[CH:13][C:12]([NH:15][C:16](=[O:35])[C:17]([N:19]2[CH2:24][CH2:23][N:22]([C:25]3[CH:30]=[CH:29][CH:28]=[CH:27][C:26]=3[C:31]([CH3:34])([CH3:33])[CH3:32])[CH2:21][CH2:20]2)=[O:18])=[CH:11][CH:10]=1)C1C=CC=CC=1>C(OCC)(=O)C.O1CCCC1.[Pd]>[C:31]([C:26]1[CH:27]=[CH:28][CH:29]=[CH:30][C:25]=1[N:22]1[CH2:21][CH2:20][N:19]([C:17](=[O:18])[C:16]([NH:15][C:12]2[CH:11]=[CH:10][C:9]([OH:8])=[CH:14][CH:13]=2)=[O:35])[CH2:24][CH2:23]1)([CH3:34])([CH3:32])[CH3:33]. Reported procedure: A mixture of N-[4-(benzyloxy)phenyl]-2-[4-(2-tert-butylphenyl)piperazin-1-yl]-2-oxoacetamide (Example 198, 3.64 g, 7.72 mmol) and palladium (10% on carbon, wetted with ca. 50% water, 300 mg) in ethyl acetate (10 mL) was stirred at room temperature for 24 h under hydrogen. The reaction mixture was diluted with tetrahydrofuran and filtered. The filtrate was concentrated under reduced pressure to give the title compound (2.90 g, 98%) as a white solid. The reactants are CCO[Si](CCC(N)=S)(OCC)OCC, CCO, S=[Re](=S)(=S)(=S)(=S)(=S)=S. The product is CCO[Si](CCCS)(OCC)OCC. RXN SMILES: [CH2:1]([CH3:2])[O:3][Si:4]([CH2:5][CH2:6][C:7](=[S:8])[NH2:9])([O:10][CH2:11][CH3:12])[O:13][CH2:14][CH3:15].[CH3:24][CH2:25][OH:26].[Re:16](=[S:17])(=[S:18])(=[S:19])(=[S:20])(=[S:21])(=[S:22])=[S:23]>>[CH2:1]([CH3:2])[O:3][Si:4]([CH2:5][CH2:6][CH2:7][SH:8])([O:10][CH2:11][CH3:12])[O:13][CH2:14][CH3:15]. Starting materials: ClC1=C(C=CC(=C1)C(F)(F)F)/C=C/C(=O)O ((E)-3-(2-chloro-4-trifluoromethyl-phenyl)-acrylic acid), ClC=1C=C(C=CC1CN1CCC(CC1)C)N (3-chloro-4-(4-methyl-piperidin-1-ylmethyl)-phenylamine). The product is ClC=1C=C(C=CC1CN1CCC(CC1)C)NC(\C=C\C1=C(C=C(C=C1)C(F)(F)F)Cl)=O ((E)-N-[3-chloro-4-(4-methyl-piperidin-1-ylmethyl)-phenyl]-3-(2-chloro-4-trifluoromethyl-phenyl)-acrylamide). RXN SMILES: [Cl:1][C:2]1[CH:7]=[C:6]([C:8]([F:11])([F:10])[F:9])[CH:5]=[CH:4][C:3]=1/[CH:12]=[CH:13]/[C:14]([OH:16])=O.[Cl:17][C:18]1[CH:19]=[C:20]([NH2:32])[CH:21]=[CH:22][C:23]=1[CH2:24][N:25]1[CH2:30][CH2:29][CH:28]([CH3:31])[CH2:27][CH2:26]1>>[Cl:17][C:18]1[CH:19]=[C:20]([NH:32][C:14](=[O:16])/[CH:13]=[CH:12]/[C:3]2[CH:4]=[CH:5][C:6]([C:8]([F:9])([F:10])[F:11])=[CH:7][C:2]=2[Cl:1])[CH:21]=[CH:22][C:23]=1[CH2:24][N:25]1[CH2:26][CH2:27][CH:28]([CH3:31])[CH2:29][CH2:30]1. Procedure details: Prepared analogously to Example 143 starting from (E)-3-(2-chloro-4-trifluoromethyl-phenyl)-acrylic acid (Z37b) and 3-chloro-4-(4-methyl-piperidin-1-ylmethyl)-phenylamine (Z36b). The crude product was purified by column chromatography (Alox, neutral, act. II-III, petroleum ether/EtOAc 3:1). The reactants are [H-].[Na+] (NaH), ice water, FC1=CC=C(C=C1)[N+](=O)[O-] (p-fluoronitrobenzene), ClC1=C(C=CC(=C1Cl)OC)O (2,3-dichloro-4-methoxyphenol). The solvent is CN(C)C=O (DMF). Conditions: time 15 minute. Yields the product ClC1=C(C=CC(=C1Cl)OC1=CC=C(C=C1)[N+](=O)[O-])OC (2,3-Dichloro-4-(p-nitrophenoxy)anisole). Reaction SMILES: [H-].[Na+].[Cl:3][C:4]1[C:9]([Cl:10])=[C:8]([O:11][CH3:12])[CH:7]=[CH:6][C:5]=1[OH:13].F[C:15]1[CH:20]=[CH:19][C:18]([N+:21]([O-:23])=[O:22])=[CH:17][CH:16]=1>CN(C=O)C>[Cl:10][C:9]1[C:4]([Cl:3])=[C:5]([O:13][C:15]2[CH:20]=[CH:19][C:18]([N+:21]([O-:23])=[O:22])=[CH:17][CH:16]=2)[CH:6]=[CH:7][C:8]=1[O:11][CH3:12] |f:0.1|. Reported procedure: To a suspension of NaH (2.5 g., 0.052 mole of a 50% mineral oil suspension) in 60 ml. of DMF was added portionwise 2,3-dichloro-4-methoxyphenol (9.0 g., 0.047 mole) prepared as described by F. Dallacker and J. Van Wersch, Chem. Ber., 105, 3301 (1972). The mixture was stirred at room temperature under nitrogen for 15 minutes and then p-fluoronitrobenzene was rapidly added. The resulting mixture was heated at 100° for 2.5 hr., cooled to room temperature, and poured into ice water. The precipitate ...